This data is from the Open Reaction Database (ORD), a public repository of structured organic reaction records. The task is: describe an organic reaction: reactants, conditions, products, and yield The reactants are O(C1=CC=CC=C1)C(C)C1=CC=C(C(=O)O)C=C1 (4-(1-phenoxyethyl)benzoic acid), Cl.C(C)N=C=NCCCN(C)C (1-ethyl-3-(3-dimethylaminopropyl)carbodiimide hydrochloride), ON1N=NC2=C1C=CC=C2 (N-hydroxybenzotriazole), NCC=1C(=NC(=CC1C)C)O (3-(aminomethyl)-4,6-dimethylpyridin-2-ol). Run in ClCCl (dichloromethane), C(C)N(CC)CC (triethylamine), O (water). Run at temperature 25 celsius, time 0.5 hour. Yields the product OC1=NC(=CC(=C1CNC(C1=CC=C(C=C1)C(C)OC1=CC=CC=C1)=O)C)C (N-((2-hydroxy-4,6-dimethylpyridin-3-yl)methyl)-4-(1-phenoxyethyl)benzamide). Yield: 53.1%. Reaction SMILES: [O:1]([CH:8]([C:10]1[CH:18]=[CH:17][C:13]([C:14]([OH:16])=O)=[CH:12][CH:11]=1)[CH3:9])[C:2]1[CH:7]=[CH:6][CH:5]=[CH:4][CH:3]=1.Cl.C(N=C=NCCCN(C)C)C.ON1C2C=CC=CC=2N=N1.[NH2:41][CH2:42][C:43]1[C:44]([OH:51])=[N:45][C:46]([CH3:50])=[CH:47][C:48]=1[CH3:49]>ClCCl.O.C(N(CC)CC)C>[OH:51][C:44]1[C:43]([CH2:42][NH:41][C:14](=[O:16])[C:13]2[CH:12]=[CH:11][C:10]([CH:8]([O:1][C:2]3[CH:3]=[CH:4][CH:5]=[CH:6][CH:7]=3)[CH3:9])=[CH:18][CH:17]=2)=[C:48]([CH3:49])[CH:47]=[C:46]([CH3:50])[N:45]=1 |f:1.2|. Procedure: A mixture of 4-(1-phenoxyethyl)benzoic acid (121 mg, 0.5 mmol), 1-ethyl-3-(3-dimethylaminopropyl)carbodiimide hydrochloride (191 mg, 1 mmol), N-hydroxybenzotriazole (135 mg, 1 mmol) and triethylamine (0.2 mL) in dichloromethane (5 mL) was stirred at 25° C. for 0.5 hour. And then 3-(aminomethyl)-4,6-dimethylpyridin-2-ol (76 mg, 0.5 mmol) was added. The mixture was stirred at 25° C. for 12 hours. To the mixture, water (20 mL) was added and the mixture was extracted with dichloromethane (30 mL×3). ... Product: ClC1=C(C=C(C(=C1)NC1CCN(CC1)C1CCOCC1)N)C(F)(F)F (5-Chloro-N-[1-(tetrahydro-2H-pyran-4-yl)-4-piperidinyl]-4-trifluoromethyl-1,2-benzenediamine). Reported procedure: N-(5-Chloro-4-trifluoromethyl-2-nitrophenyl)-1-(tetrahydro-2H-pyran-4-yl)-4-piperidinamine (D51) (0.64 g, 1.57 mmole) was dissolved in ethanol (25 ml) and Raney nickel (50% aqueous suspension, 100 mg) was added at room temperature; the mixture was heated to 60° C. and hydrazine monohydrate (0.8 ml) was added over 30 min. After 2 hr more, the reaction mixture was cooled to room temperature, filtered through Celite and the solvent was evaporated to dryness. The residue was purified by silica gel c... Conditions: temperature 60 celsius, time 2 hour. Reaction SMILES: [Cl:1][C:2]1[C:3]([C:24]([F:27])([F:26])[F:25])=[CH:4][C:5]([N+:21]([O-])=O)=[C:6]([NH:8][CH:9]2[CH2:14][CH2:13][N:12]([CH:15]3[CH2:20][CH2:19][O:18][CH2:17][CH2:16]3)[CH2:11][CH2:10]2)[CH:7]=1.O.NN>C(O)C.[Ni]>[Cl:1][C:2]1[CH:7]=[C:6]([NH:8][CH:9]2[CH2:10][CH2:11][N:12]([CH:15]3[CH2:20][CH2:19][O:18][CH2:17][CH2:16]3)[CH2:13][CH2:14]2)[C:5]([NH2:21])=[CH:4][C:3]=1[C:24]([F:26])([F:25])[F:27] |f:1.2|. Run in C(C)O (ethanol). Reagents/catalysts: [Ni] (Raney nickel). Reactants: ClC=1C(=CC(=C(C1)NC1CCN(CC1)C1CCOCC1)[N+](=O)[O-])C(F)(F)F (N-(5-Chloro-4-trifluoromethyl-2-nitrophenyl)-1-(tetrahydro-2H-pyran-4-yl)-4-piperidinamine), O.NN (hydrazine monohydrate). Reactants: O=C([O-])[O-], CN(C)C=O, Cc1[nH]c2ncnc(Cl)c2c1C, [K+], [K+], O, O=[N+]([O-])c1cccc(O)c1. Product: Cc1[nH]c2ncnc(Oc3cccc([N+](=O)[O-])c3)c2c1C. As a reaction SMILES: [C:11](=[O:12])([O-:13])[O-:14].[CH3:17][N:18]([CH3:19])[CH:20]=[O:21].[Cl:22][c:23]1[c:24]2[c:25]([n:26][cH:27][n:28]1)[nH:29][c:30]([CH3:33])[c:31]2[CH3:32].[K+:15].[K+:16].[OH2:34].[OH:1][c:2]1[cH:3][cH:4][cH:5][c:6]([N+:8]([O-:9])=[O:10])[cH:7]1>>[O:1]([c:2]1[cH:3][cH:4][cH:5][c:6]([N+:8]([O-:9])=[O:10])[cH:7]1)[c:23]1[c:24]2[c:25]([n:26][cH:27][n:28]1)[nH:29][c:30]([CH3:33])[c:31]2[CH3:32].